This data is from the Open Reaction Database (ORD), a public repository of structured organic reaction records. The task is: describe an organic reaction: reactants, conditions, products, and yield The solvent is O (water). Product: [OH-].SCC[N+]1=CC=C(C=C1)CCS(=O)(=O)O (1-(2-mercaptoethyl)-4-(2-sulfoethyl)pyridinium hydroxide). Reaction SMILES: [N:1]1[CH:6]=[CH:5][C:4]([CH2:7][CH2:8][S:9]([OH:12])(=[O:11])=[O:10])=[CH:3][CH:2]=1.[OH-].[Na+].[CH2:15]1[S:17][CH2:16]1>O.[N+]([O-])([O-])=O.[Ag+]>[OH-:10].[SH:17][CH2:16][CH2:15][N+:1]1[CH:2]=[CH:3][C:4]([CH2:7][CH2:8][S:9]([OH:12])(=[O:10])=[O:11])=[CH:5][CH:6]=1 |f:1.2,5.6,7.8|. Starting materials: [OH-].[Na+] (sodium hydroxide), C1CS1 (ethylene sulfide), N1=CC=C(C=C1)CCS(=O)(=O)O (4-pyridine ethane sulfonic acid). Procedure details: A solution of silver nitrate (1.84 g, 10.6 mmol) in water (5 ml) was added to a stirred aqueous solution (20 ml) of 4-pyridine ethane sulfonic acid (2.00 g, 10.6 mmol) which had been adjusted to pH 7 by the addition of aqueous 2.5N sodium hydroxide (3.0 ml). The solution was cooled in an ice-water bath and ethylene sulfide (0.71 ml, 11.8 mmol) added. The resulting mixture was let stand 45 minutes at ice-bath temperature and the upper clear phase decanted. The gummy solid was mixed with water (20... Reagents/catalysts: [N+](=O)([O-])[O-].[Ag+] (silver nitrate). Yield: 71.1%. Conditions: time 45 minute. Reactants: CCO, Cl, [Fe], O, C[Si](C)(C)CCOCn1nc(-c2nc3ccccc3[nH]2)c2cc([N+](=O)[O-])ccc21. Product: C[Si](C)(C)CCOCn1nc(-c2nc3ccccc3[nH]2)c2cc(N)ccc21. As a reaction SMILES: [CH3:32][CH2:33][OH:34].[ClH:31].[Fe:35].[OH2:30].[nH:1]1[c:2](-[c:10]2[n:11][n:12]([CH2:22][O:23][CH2:24][CH2:25][Si:26]([CH3:27])([CH3:28])[CH3:29])[c:13]3[cH:14][cH:15][c:16]([N+:19]([O-:20])=[O:21])[cH:17][c:18]23)[n:3][c:4]2[c:5]1[cH:6][cH:7][cH:8][cH:9]2>>[n:1]1[c:2](-[c:10]2[n:11][n:12]([CH2:22][O:23][CH2:24][CH2:25][Si:26]([CH3:27])([CH3:28])[CH3:29])[c:13]3[cH:14][cH:15][c:16]([NH2:19])[cH:17][c:18]23)[nH:3][c:4]2[c:5]1[cH:6][cH:7][cH:8][cH:9]2.